This data is from the Open Reaction Database (ORD), a public repository of structured organic reaction records. The task is: describe an organic reaction: reactants, conditions, products, and yield The reactants are CC(CC)C1=NC2=C(N1CC1=CC=C(C=C1)C=1C(=CC=CC1)C(=O)OC(C)(C)C)C=CC=C2 (tert.butyl 4'-[(2-(1-methylpropyl)-benzimidazol-1-yl)-methyl]biphenyl-2-carboxylate), FC(C(=O)O)(F)F (trifluoroacetic acid). Product: CC(CC)C1=NC2=C(N1CC1=CC=C(C=C1)C=1C(=CC=CC1)C(=O)O)C=CC=C2 (4'-[(2-(1-Methylpropyl)-benzimidazol-1-yl)-methyl]biphenyl-2-carboxylic acid). RXN SMILES: [CH3:1][CH:2]([C:5]1[N:9]([CH2:10][C:11]2[CH:16]=[CH:15][C:14]([C:17]3[C:18]([C:23]([O:25]C(C)(C)C)=[O:24])=[CH:19][CH:20]=[CH:21][CH:22]=3)=[CH:13][CH:12]=2)[C:8]2[CH:30]=[CH:31][CH:32]=[CH:33][C:7]=2[N:6]=1)[CH2:3][CH3:4].FC(F)(F)C(O)=O>>[CH3:1][CH:2]([C:5]1[N:9]([CH2:10][C:11]2[CH:12]=[CH:13][C:14]([C:17]3[C:18]([C:23]([OH:25])=[O:24])=[CH:19][CH:20]=[CH:21][CH:22]=3)=[CH:15][CH:16]=2)[C:8]2[CH:30]=[CH:31][CH:32]=[CH:33][C:7]=2[N:6]=1)[CH2:3][CH3:4]. Procedure details: Prepared in analogous manner to Example 9 from tert.butyl 4'-[(2-(1-methylpropyl)-benzimidazol-1-yl)-methyl]biphenyl-2-carboxylate and trifluoroacetic acid. Starting materials: [Br-], O=Cc1cc(Br)ccc1F, CCCC[N+](CCCC)(CCCC)CCCC, Cc1ccccc1, [Na+], [OH-], Cc1ccc(S)cc1. The product is Cc1ccc(Sc2ccc(Br)cc2C=O)cc1. RXN SMILES: [Br-:21].[Br:9][c:10]1[cH:11][cH:12][c:13]([F:18])[c:14]([CH:15]=[O:16])[cH:17]1.[CH3:22][CH2:23][CH2:24][CH2:25][N+:26]([CH2:27][CH2:28][CH2:29][CH3:30])([CH2:31][CH2:32][CH2:33][CH3:34])[CH2:35][CH2:36][CH2:37][CH3:38].[CH3:39][c:40]1[cH:41][cH:42][cH:43][cH:44][cH:45]1.[Na+:20].[OH-:19].[c:1]1([CH3:8])[cH:2][cH:3][c:4]([SH:7])[cH:5][cH:6]1>>[c:1]1([CH3:8])[cH:2][cH:3][c:4]([S:7][c:13]2[cH:12][cH:11][c:10]([Br:9])[cH:17][c:14]2[CH:15]=[O:16])[cH:5][cH:6]1. Starting materials: CCCC(=O)C1C(=O)CC(C2CCC(C(F)(F)F)CC2)CC1=O, O=C([O-])O, CCO[NH3+], CO, [Cl-], [Na+], O. Product: CCCC(NOCC)=C1C(=O)CC(C2CCC(C(F)(F)F)CC2)CC1=O. Reaction SMILES: [C:1]([CH2:2][CH2:3][CH3:4])(=[O:5])[CH:6]1[C:7](=[O:23])[CH2:8][CH:9]([CH:13]2[CH2:14][CH2:15][CH:16]([C:19]([F:20])([F:21])[F:22])[CH2:17][CH2:18]2)[CH2:10][C:11]1=[O:12].[C:29](=[O:30])([OH:31])[O-:32].[CH2:25]([CH3:26])[O:27][NH3+:28].[CH3:35][OH:36].[Cl-:24].[Na+:33].[OH2:34]>>[C:1]([CH2:2][CH2:3][CH3:4])(=[C:6]1[C:7](=[O:23])[CH2:8][CH:9]([CH:13]2[CH2:14][CH2:15][CH:16]([C:19]([F:20])([F:21])[F:22])[CH2:17][CH2:18]2)[CH2:10][C:11]1=[O:12])[NH:28][O:27][CH2:25][CH3:26]. Starting materials: O=C1CC(C(CC1)C(=O)OCC)C(=O)OCC (diethyl 4-oxocyclohexane-1,2-dicarboxylate), Cl.[N+](=O)([O-])C1=CC=C(C=C1)NN (4-nitrophenylhydrazine hydrochloride). Reagents/catalysts: [Cl-].[Zn+2].[Cl-] (zinc chloride). Run in C(C)(=O)O (acetic acid). Product: C(C)OC(=O)C1CC=2NC3=CC=C(C=C3C2CC1C(=O)OCC)[N+](=O)[O-] (diethyl-6-nitro-1,2,3,4-tetrahydrocarbazole-2,3-dicarboxylate). Yield: 21.0%. As a reaction SMILES: O=[C:2]1[CH2:7][CH2:6][CH:5]([C:8]([O:10][CH2:11][CH3:12])=[O:9])[CH:4]([C:13]([O:15][CH2:16][CH3:17])=[O:14])[CH2:3]1.Cl.[N+:19]([C:22]1[CH:27]=[CH:26][C:25]([NH:28]N)=[CH:24][CH:23]=1)([O-:21])=[O:20]>[Cl-].[Zn+2].[Cl-].C(O)(=O)C>[CH2:16]([O:15][C:13]([CH:4]1[CH:5]([C:8]([O:10][CH2:11][CH3:12])=[O:9])[CH2:6][C:7]2[C:26]3[C:25](=[CH:24][CH:23]=[C:22]([N+:19]([O-:21])=[O:20])[CH:27]=3)[NH:28][C:2]=2[CH2:3]1)=[O:14])[CH3:17] |f:1.2,3.4.5|. Procedure: To 50 ml of acetic acid were added 2.4 g of diethyl 4-oxocyclohexane-1,2-dicarboxylate, 3.0 g of zinc chloride and 1.9 g of 4-nitrophenylhydrazine hydrochloride. The mixture was refluxed for 4 hours. Then, acetic acid was removed by distillation under reduced pressure. To the residue were added 100 ml of ethyl acetate and 50 ml of water. The organic layer was separated, washed with diluted hydrochloric acid, an aqueous saturated sodium chloride solution, an aqueous saturated sodium hydrogencarbo... Reactants: COC=1C=C(C=C(C1OC)OC)C1=C(CO)C=CC=C1 (2-(3,4,5-Trimethoxyphenyl)benzyl alcohol), S(=O)(Cl)Cl (thionyl chloride). Solvent: C(Cl)(Cl)Cl (chloroform). Conditions: time 30 minute. The product is COC=1C=C(C=C(C1OC)OC)C1=C(CCl)C=CC=C1 (2-(3,4,5-Trimethoxyphenyl)benzyl Chloride). Reaction SMILES: [CH3:1][O:2][C:3]1[CH:4]=[C:5]([C:13]2[CH:20]=[CH:19][CH:18]=[CH:17][C:14]=2[CH2:15]O)[CH:6]=[C:7]([O:11][CH3:12])[C:8]=1[O:9][CH3:10].S(Cl)([Cl:23])=O>C(Cl)(Cl)Cl>[CH3:1][O:2][C:3]1[CH:4]=[C:5]([C:13]2[CH:20]=[CH:19][CH:18]=[CH:17][C:14]=2[CH2:15][Cl:23])[CH:6]=[C:7]([O:11][CH3:12])[C:8]=1[O:9][CH3:10]. Procedure details: 2-(3,4,5-Trimethoxyphenyl)benzyl alcohol (630 mg) was dissolved in chloroform (10 mL), and to the solution thionyl chloride (0.153 mL) was added at 0° C. After 30 minutes, the mixture was warmed to room temperature and stirred for 4 hours. The reaction mixture was washed with water and saturated brine, dried over anhydrous sodium sulfate and concentrated under reduced pressure. The residue was then recrystallized from chloroform-hexane to obtain the title compound. The reactants are C(CC1=CC=CC=C1)N (phenethylamine), ClC=1C2=C(N=C(N1)C1=NC=CN=C1)SC(=C2)C (4-chloro-2-(pyrazin-2-yl)-6-methyl-thieno-[2,3-d]-pyrimidine). The product is N1=C(C=NC=C1)C=1N=C(C2=C(N1)SC(=C2)C)NCCC2=CC=CC=C2 (2-(pyrazin-2-yl)-4-phenethylamino-6-methyl-thieno-[2,3-d]-pyrimidine). Reaction SMILES: [CH2:1]([NH2:9])[CH2:2][C:3]1[CH:8]=[CH:7][CH:6]=[CH:5][CH:4]=1.Cl[C:11]1[C:12]2[CH:25]=[C:24]([CH3:26])[S:23][C:13]=2[N:14]=[C:15]([C:17]2[CH:22]=[N:21][CH:20]=[CH:19][N:18]=2)[N:16]=1>>[N:18]1[CH:19]=[CH:20][N:21]=[CH:22][C:17]=1[C:15]1[N:16]=[C:11]([NH:9][CH2:1][CH2:2][C:3]2[CH:8]=[CH:7][CH:6]=[CH:5][CH:4]=2)[C:12]2[CH:25]=[C:24]([CH3:26])[S:23][C:13]=2[N:14]=1. Procedure details: With the procedure of Example 1, the reaction of phenethylamine with 4-chloro-2-(pyrazin-2-yl)-6-methyl-thieno-[2,3-d]-pyrimidine yields 2-(pyrazin-2-yl)-4-phenethylamino-6-methyl-thieno-[2,3-d]-pyrimidine. The reactants are ice, C(C1=CC=CC=C1)C1NCCCCC1 (2-benzylperhydroazepine), S(O)(O)(=O)=O (sulfuric acid), [OH-].[Na+] (caustic soda), [N+](=O)(O)[O-] (nitric acid). The product is [N+](=O)([O-])C1=CC=C(CC2NCCCCC2)C=C1 (2-(4-nitrobenzyl)perhydroazepine). RXN SMILES: [CH2:1]([CH:8]1[CH2:14][CH2:13][CH2:12][CH2:11][CH2:10][NH:9]1)[C:2]1[CH:7]=[CH:6][CH:5]=[CH:4][CH:3]=1.S(=O)(=O)(O)O.[N+:20]([O-])([OH:22])=[O:21].[OH-].[Na+]>>[N+:20]([C:5]1[CH:6]=[CH:7][C:2]([CH2:1][CH:8]2[CH2:14][CH2:13][CH2:12][CH2:11][CH2:10][NH:9]2)=[CH:3][CH:4]=1)([O-:22])=[O:21] |f:3.4|. Reported procedure: Add (drop by drop while stirring at -10° ) 10 g of 2-benzylperhydroazepine to 43 ml of concentrated sulfuric acid. Then, at the same temperature, add 33 ml of concentrated nitric acid to the thus-prepared reaction mixture and allow it to heat slowly to room temperature. Stir it for a further hour. Pour the resulting admixture into 500 g of ice, alkalize it with 6 N caustic soda solution and then extract it with diethyl ether. Dry the organic phase over sodium sulfate and distil off the solvent f...